Dataset: the Open Reaction Database (ORD), a public repository of structured organic reaction records. Task: describe an organic reaction: reactants, conditions, products, and yield Run at temperature 180 celsius, time 1 hour. Procedure details: A mixture of the bromothiazole (1.03 g, 4.36 mmol) and phenol (10.0 g, 106 mmol) was stirred at 180° C. for 1 h, cooled to RT, diluted with 100 mL of EtOAc, washed with 1N NaOH (40×3), H2O, and brine, then dried over MgSO4, and concentrated in vacuo to yield a light yellow residue. Purification over silica gel (gradient, 5% to 10% EtOAc/hexanes) provided the title compound. MS m/z: 250 (M+H)++. Starting materials: BrC=1SC=CN1 (bromothiazole), C1(=CC=CC=C1)O (phenol), CCOC(=O)C (EtOAc). As a reaction SMILES: Br[C:2]1[S:3][CH:4]=[CH:5][N:6]=1.[C:7]1([OH:13])[CH:12]=[CH:11][CH:10]=[CH:9][CH:8]=1.[CH3:14][CH2:15][O:16][C:17](C)=[O:18]>>[O:13]([C:2]1[S:3][CH:4]=[C:5]([C:17]([O:16][CH2:15][CH3:14])=[O:18])[N:6]=1)[C:7]1[CH:12]=[CH:11][CH:10]=[CH:9][CH:8]=1. Product: O(C1=CC=CC=C1)C=1SC=C(N1)C(=O)OCC (Ethyl 2-(phenoxy)thiazole-4-carboxylate).